Task: describe an organic reaction: reactants, conditions, products, and yield. Dataset: the Open Reaction Database (ORD), a public repository of structured organic reaction records Reactants: N(=[N+]=[N-])C[C@H]1N(C[C@H](C1)SC(C1=CC=CC=C1)(C1=CC=CC=C1)C1=CC=CC=C1)C(=O)OCC1=CC=C(C=C1)[N+](=O)[O-] ((2S,4S)-2-azidomethyl-1-(4-nitrobenzyloxycarbonyl)-4-(triphenylmethylthio)pyrrolidine), C1(=CC=CC=C1)P(C1=CC=CC=C1)C1=CC=CC=C1 (triphenylphosphine), O.N (ammonia water). The solvent is N1=CC=CC=C1 (pyridine). Conditions: time 8 hour. Yields the product NC[C@H]1N(C[C@H](C1)SC(C1=CC=CC=C1)(C1=CC=CC=C1)C1=CC=CC=C1)C(=O)OCC1=CC=C(C=C1)[N+](=O)[O-] ((2S,4S)-2-aminomethyl-1-(4-nitrobenzyloxycarbonyl)-4-(triphenylmethylthio)pyrrolidine). Yield: 123.9%. RXN SMILES: [N:1]([CH2:4][C@@H:5]1[CH2:9][C@H:8]([S:10][C:11]([C:24]2[CH:29]=[CH:28][CH:27]=[CH:26][CH:25]=2)([C:18]2[CH:23]=[CH:22][CH:21]=[CH:20][CH:19]=2)[C:12]2[CH:17]=[CH:16][CH:15]=[CH:14][CH:13]=2)[CH2:7][N:6]1[C:30]([O:32][CH2:33][C:34]1[CH:39]=[CH:38][C:37]([N+:40]([O-:42])=[O:41])=[CH:36][CH:35]=1)=[O:31])=[N+]=[N-].C1(P(C2C=CC=CC=2)C2C=CC=CC=2)C=CC=CC=1.O.N>N1C=CC=CC=1>[NH2:1][CH2:4][C@@H:5]1[CH2:9][C@H:8]([S:10][C:11]([C:18]2[CH:23]=[CH:22][CH:21]=[CH:20][CH:19]=2)([C:24]2[CH:29]=[CH:28][CH:27]=[CH:26][CH:25]=2)[C:12]2[CH:13]=[CH:14][CH:15]=[CH:16][CH:17]=2)[CH2:7][N:6]1[C:30]([O:32][CH2:33][C:34]1[CH:39]=[CH:38][C:37]([N+:40]([O-:42])=[O:41])=[CH:36][CH:35]=1)=[O:31] |f:2.3|. Procedure details: A solution of (2S,4S)-2-azidomethyl-1-(4-nitrobenzyloxycarbonyl)-4-(triphenylmethylthio)pyrrolidine (5.18 g) and triphenylphosphine (3.75 g) in pyridine (15 ml) was stirred at ambient temperature for 1 hour. To a reaction mixture was added conc. ammonia water (1.2 ml) with stirring at ambient temperature and the mixture was allowed to stand overnight at the same temperature. The solution was evaporated in vacuo to give a residue. The residue was chromatographed on silica gel (100 g) eluting with... Reactants: ClCCCl, COc1ccc(C(C)=O)cc1C(=O)O, ClCCl, NCc1ccc(C(F)(F)F)cc1, CN(C)C=O, O, On1nnc2ccccc21. Yields the product COc1ccc(C(C)=O)cc1C(=O)NCc1ccc(C(F)(F)F)cc1. RXN SMILES: [CH2:26]([Cl:27])[CH2:28][Cl:29].[CH3:1][O:2][c:3]1[c:4]([C:5](=[O:6])[OH:7])[cH:8][c:9]([C:12]([CH3:13])=[O:14])[cH:10][cH:11]1.[Cl:42][CH2:43][Cl:44].[F:30][C:31]([c:32]1[cH:33][cH:34][c:35]([CH2:36][NH2:37])[cH:38][cH:39]1)([F:40])[F:41].[O:45]=[CH:46][N:47]([CH3:48])[CH3:49].[OH2:25].[OH:15][n:16]1[c:17]2[c:18]([cH:19][cH:20][cH:21][cH:22]2)[n:23][n:24]1>>[CH3:1][O:2][c:3]1[c:4]([C:5](=[O:7])[NH:37][CH2:36][c:35]2[cH:34][cH:33][c:32]([C:31]([F:30])([F:40])[F:41])[cH:39][cH:38]2)[cH:8][c:9]([C:12]([CH3:13])=[O:14])[cH:10][cH:11]1. Starting materials: 4-methyl-10b-methyl-1,2,3,4,4a,-5,6,10b-octahydrobenzo[f]quinolin-3-one 8-boronic acid, BrC1=CN=CC2=CC=CC=C12 (4bromoisoquinoline), C([O-])([O-])=O.[Na+].[Na+] (sodium carbonate), C1CCOC1 (THF). The reagents and catalysts are C=1C=CC(=CC1)[P](C=2C=CC=CC2)(C=3C=CC=CC3)[Pd]([P](C=4C=CC=CC4)(C=5C=CC=CC5)C=6C=CC=CC6)([P](C=7C=CC=CC7)(C=8C=CC=CC8)C=9C=CC=CC9)[P](C=1C=CC=CC1)(C=1C=CC=CC1)C=1C=CC=CC1 (tetrakis(triphenylphosphine)palladium), [Pd] (palladium). Solvent: C(Cl)(Cl)Cl (chloroform). Yields the product CN1C(CC[C@@]2(C3=C(CC[C@@H]12)C=C(C=C3)C3=CN=CC1=CC=CC=C31)C)=O ((+)-(4aR)-(10bR)-4-methyl-8-(4-isoquinolinyl)-10b-methyl-1, 2,3,4,4a, 5,6,10b-octahydrobenzo[f]quinolin-3-one). Yield: 47.0%. RXN SMILES: Br[C:2]1[C:11]2[C:6](=[CH:7][CH:8]=[CH:9][CH:10]=2)[CH:5]=[N:4][CH:3]=1.[C:12](=[O:15])([O-])[O-].[Na+].[Na+].[CH2:18]1[CH2:22]O[CH2:20][CH2:19]1>C(Cl)(Cl)Cl.C1C=CC([P]([Pd]([P](C2C=CC=CC=2)(C2C=CC=CC=2)C2C=CC=CC=2)([P](C2C=CC=CC=2)(C2C=CC=CC=2)C2C=CC=CC=2)[P](C2C=CC=CC=2)(C2C=CC=CC=2)C2C=CC=CC=2)(C2C=CC=CC=2)C2C=CC=CC=2)=CC=1.[Pd]>[CH3:5][N:4]1[C@H:3]2[C@@:18]([CH3:22])([C:18]3[CH:22]=[CH:11][C:6]([C:2]4[C:11]5[C:6](=[CH:7][CH:8]=[CH:9][CH:10]=5)[CH:5]=[N:4][CH:3]=4)=[CH:7][C:19]=3[CH2:20][CH2:2]2)[CH2:19][CH2:20][C:12]1=[O:15] |f:1.2.3,^1:30,32,51,70|. Reported procedure: A 15 mL round bottom flask was charged with (+)-(4aR)-10bR)-4-methyl-10b-methyl-1,2,3,4,4a,-5,6,10b-octahydrobenzo[f]quinolin-3-one-8-boronic acid (178 mg, 0.65 mmol), tetrakis(triphenylphosphine)palladium (0) (23 mg, 0.02 mmol), 4bromoisoquinoline (135 mg, 0.65 mmol), 0.65 mL of sodium carbonate and 2 mL of THF, fitted with a reflux condenser, and the stirred mixture was heated at 80°, under nitrogen, for 24 h. An additional 23 mg of the palladium reagent was added, and the mixture was heated a... Starting materials: CC(C)(C)OC(=O)N1CC2CC1CN2C(=O)C(NC(=O)OCc1ccccc1)C(C)(C)C, CO. Yields the product CC(C)(C)OC(=O)N1CC2CC1CN2C(=O)C(N)C(C)(C)C. RXN SMILES: [CH3:1][C:2]([CH:3]([NH:4][C:5]([O:6][CH2:7][c:8]1[cH:9][cH:10][cH:11][cH:12][cH:13]1)=[O:14])[C:15](=[O:16])[N:17]1[CH:18]2[CH2:19][N:20]([C:24](=[O:25])[O:26][C:27]([CH3:28])([CH3:29])[CH3:30])[CH:21]([CH2:22]1)[CH2:23]2)([CH3:31])[CH3:32].[CH3:33][OH:34]>>[CH3:1][C:2]([CH:3]([NH2:4])[C:15](=[O:16])[N:17]1[CH:18]2[CH2:19][N:20]([C:24](=[O:25])[O:26][C:27]([CH3:28])([CH3:29])[CH3:30])[CH:21]([CH2:22]1)[CH2:23]2)([CH3:31])[CH3:32]. Starting materials: B, C1CCOC1, CO, NC(CC(=O)O)c1ccc(Cl)cc1, C1CCOC1. Product: NC(CCO)c1ccc(Cl)cc1. Reaction SMILES: [BH3:6].[CH2:22]1[O:23][CH2:24][CH2:25][CH2:26]1.[CH3:20][OH:21].[NH2:7][CH:8]([CH2:9][C:10](=[O:11])[OH:12])[c:13]1[cH:14][cH:15][c:16]([Cl:19])[cH:17][cH:18]1.[O:1]1[CH2:2][CH2:3][CH2:4][CH2:5]1>>[NH2:7][CH:8]([CH2:9][CH2:10][OH:11])[c:13]1[cH:14][cH:15][c:16]([Cl:19])[cH:17][cH:18]1.